This data is from the Open Reaction Database (ORD), a public repository of structured organic reaction records. The task is: describe an organic reaction: reactants, conditions, products, and yield The reactants are NCCO, COc1ccc(C=O)cc1, O=C1CNC(=O)N1, O. Yields the product COc1ccc(C=C2NC(=O)NC2=O)cc1. Reaction SMILES: [CH2:18]([CH2:19][NH2:20])[OH:21].[CH3:1][O:2][c:3]1[cH:4][cH:5][c:6]([CH:7]=[O:8])[cH:9][cH:10]1.[O:11]=[C:12]1[CH2:13][NH:14][C:15](=[O:16])[NH:17]1.[OH2:22]>>[CH3:1][O:2][c:3]1[cH:4][cH:5][c:6]([CH:7]=[C:13]2[C:12](=[O:11])[NH:17][C:15](=[O:16])[NH:14]2)[cH:9][cH:10]1. The reactants are O1CCC(CC1)COC1=C(C=CC(=N1)C(=O)O)C(F)(F)F (6-((tetrahydro-2H-pyran-4-yl)methoxy)-5-(trifluoromethyl)picolinic acid), Cl.NC(C(=O)OC)(CC)CC (methyl 2-amino-2-ethylbutanoate hydrochloride). Product: COC(C(CC)(NC(=O)C1=NC(=C(C=C1)C(F)(F)F)OCC1CCOCC1)CC)=O (2-Ethyl-2-{[6-(tetrahydro-pyran-4-ylmethoxy)-5-trifluoromethyl-pyridine-2-carbonyl]-amino}-butyric acid methyl ester). Reaction SMILES: [O:1]1[CH2:6][CH2:5][CH:4]([CH2:7][O:8][C:9]2[N:14]=[C:13]([C:15]([OH:17])=O)[CH:12]=[CH:11][C:10]=2[C:18]([F:21])([F:20])[F:19])[CH2:3][CH2:2]1.Cl.[NH2:23][C:24]([CH2:31][CH3:32])([CH2:29][CH3:30])[C:25]([O:27][CH3:28])=[O:26]>>[CH3:28][O:27][C:25](=[O:26])[C:24]([CH2:31][CH3:32])([NH:23][C:15]([C:13]1[CH:12]=[CH:11][C:10]([C:18]([F:21])([F:20])[F:19])=[C:9]([O:8][CH2:7][CH:4]2[CH2:3][CH2:2][O:1][CH2:6][CH2:5]2)[N:14]=1)=[O:17])[CH2:29][CH3:30] |f:1.2|. Procedure: The title compound was synthesized in analogy to Example 1, using 6-((tetrahydro-2H-pyran-4-yl)methoxy)-5-(trifluoromethyl)picolinic acid (Example 230 b) and methyl 2-amino-2-ethylbutanoate hydrochloride (CAN 92398-54-4) as starting materials, MS (EI): m/e=433.5 [M+H]+. The reactants are IC=1C=C2C(=NC1NS(=O)(=O)C)OC(=C2C(=O)NC)C2=CC=C(C=C2)C (5-iodo-N-methyl-6-(methylsulfonamido)-2-(p-tolyl)furo[2,3-b]pyridine-3-carboxamide), BrCCCCBr (1,4-dibromobutane), C([O-])([O-])=O.[Cs+].[Cs+] (CESIUM CARBONATE). Run in CN(C)C=O (DMF). Conditions: temperature 120 celsius. The product is BrCCCCN(S(=O)(=O)C)C1=C(C=C2C(=N1)OC(=C2C(=O)NC)C2=CC=C(C=C2)C)I (6-(N-(4-bromobutyl)methylsulfonamido)-5-iodo-N-methyl-2-(p-tolyl)furo[2,3-b]pyridine-3-carboxamide). As a reaction SMILES: [I:1][C:2]1[CH:3]=[C:4]2[C:15]([C:16]([NH:18][CH3:19])=[O:17])=[C:14]([C:20]3[CH:25]=[CH:24][C:23]([CH3:26])=[CH:22][CH:21]=3)[O:13][C:5]2=[N:6][C:7]=1[NH:8][S:9]([CH3:12])(=[O:11])=[O:10].[Br:27][CH2:28][CH2:29][CH2:30][CH2:31]Br.C(=O)([O-])[O-].[Cs+].[Cs+]>CN(C=O)C>[Br:27][CH2:28][CH2:29][CH2:30][CH2:31][N:8]([C:7]1[N:6]=[C:5]2[O:13][C:14]([C:20]3[CH:21]=[CH:22][C:23]([CH3:26])=[CH:24][CH:25]=3)=[C:15]([C:16]([NH:18][CH3:19])=[O:17])[C:4]2=[CH:3][C:2]=1[I:1])[S:9]([CH3:12])(=[O:10])=[O:11] |f:2.3.4|. Reported procedure: To 5-iodo-N-methyl-6-(methylsulfonamido)-2-(p-tolyl)furo[2,3-b]pyridine-3-carboxamide (crude ˜20%) (400 mg, 0.824 mmol) was added 1,4-dibromobutane (1780 mg, 8.24 mmol) and CESIUM CARBONATE (537 mg, 1.648 mmol) and DMF (4 ml) Heated at 120° C. 30 min. Added water and extracted with EtOAc. Conc. on vac to oil. Added 3 mL ACN and 1 mL water. Filtered with 0.45p filter Purified via HPLC C8 40-80% ACN/H2O (0.1% NH4OH) 40 mL/min over 10 min. to give 6-(N-(4-bromobutyl)methylsulfonamido)-5-iodo-N-meth... Starting materials: 3-methyl-5,6,7,8-tetrahydroquinoline 8-(N-trimethylsilyl)thiocarboxamide, C(C)(C)NC(C)C (di-isopropylamine), CC=1C=NC=2CCCCC2C1 (3-methyl-5,6,7,8-tetrahydroquinoline), C(CCC)[Li] (butyl lithium), CCCCCC (hexane), C[Si](C)(C)N=C=S (trimethylsilylisothiocyanate), 3-methyl-5,6,7,8-tetrahydroquinoline 8-(N-lithio-N-trimethylsilyl)thiocarboxamide. Run in O (water), C1=CC=CC=C1 (benzene). The product is CC=1C=NC=2C(CCCC2C1)C(N)=S (3-Methyl-5,6,7,8-tetrahydroquinoline-8-thiocarboxamide). RXN SMILES: C(NC(C)C)(C)C.C([Li])CCC.CCCCCC.[CH3:19][C:20]1[CH:21]=[N:22][C:23]2[CH2:24][CH2:25][CH2:26][CH2:27][C:28]=2[CH:29]=1.C[Si]([N:34]=[C:35]=[S:36])(C)C>C1C=CC=CC=1.O>[CH3:19][C:20]1[CH:21]=[N:22][C:23]2[CH:24]([C:35](=[S:36])[NH2:34])[CH2:25][CH2:26][CH2:27][C:28]=2[CH:29]=1. Reported procedure: A solution of di-isopropylamine [11.11 g., 0.11 mol.) in benzene (50 ml.) was cooled to 0° C and treated portionwise with a 9% w/v solution of butyl lithium in hexane (79 ml., 0.11 mol.). After 45 minutes at 0° C the solution was treated dropwise with 3-methyl-5,6,7,8-tetrahydroquinoline (14.7 g., 0.10 mol.) with rapid stirring and under an atmosphere of nitrogen. After 11/2 hours at 0° C the red suspension was treated portionwise over 2 minutes with trimethylsilylisothiocyanate (14.7 ml., 0.11 ... The reactants are OC(C=C)C=1C=C(C#N)C=CC1 (3-(1-Hydroxy-2-propen-1-yl)benzonitrile), CC(C)C[AlH]CC(C)C (DIBAL), C(C(O)C(O)C(=O)O)(=O)O (tartaric acid). The solvent is C1CCOC1 (THF). Run at time 1 hour. The product is OC(C=C)C=1C=C(C=O)C=CC1 (3-(1-hydroxy-2-propen-1-yl)benzaldehyde). Yield: 88.0%. RXN SMILES: [OH:1][CH:2]([C:5]1[CH:6]=[C:7]([CH:10]=[CH:11][CH:12]=1)[C:8]#N)[CH:3]=[CH2:4].CC(C[AlH]CC(C)C)C.C(O)(=O)C(C(C(O)=O)O)[OH:24]>C1COCC1>[OH:1][CH:2]([C:5]1[CH:6]=[C:7]([CH:10]=[CH:11][CH:12]=1)[CH:8]=[O:24])[CH:3]=[CH2:4]. Procedure: To the nitrile (Step 1) (17.0 g, 0.107 mmol) in THF (465 mL) at -78° C. was added dropwise a DIBAL solution (157 mL, 0.235 mmol). The resulting mixture was brought slowly to 0° C. After completion, the reaction mixture was poured over 10% aqueous tartaric acid solution (1 L). After stirring for a period of 1 hr., the title product was extracted with EtOAc and purified by flash chromatography (40% to 50% EtOAc in hexane) to afford 15 g (88%) of the aldehyde. Starting materials: NC=1C=C(C=CC1N)OC1=CC=C(C=C1)CO ({4-[(3,4-diaminophenyl)oxy]phenyl}methanol), C1CCOC1 (THF). The solvent is C(=O)O (formic acid). Yields the product N1C=NC2=C1C=CC(=C2)OC2=CC=C(C=C2)CO ([4-(1H-benzimidazol-5-yloxy)phenyl]methanol). As a reaction SMILES: [NH2:1][C:2]1[CH:3]=[C:4]([O:9][C:10]2[CH:15]=[CH:14][C:13]([CH2:16][OH:17])=[CH:12][CH:11]=2)[CH:5]=[CH:6][C:7]=1[NH2:8].[CH2:18]1COCC1>C(O)=O>[NH:8]1[C:7]2[CH:6]=[CH:5][C:4]([O:9][C:10]3[CH:15]=[CH:14][C:13]([CH2:16][OH:17])=[CH:12][CH:11]=3)=[CH:3][C:2]=2[N:1]=[CH:18]1. Procedure details: {4-[(3,4-diaminophenyl)oxy]phenyl}methanol (3.21 g of crude material) was dissolved in 20 ml THF and 10 ml of formic acid. The reaction was heated in a 100 degree Centigrade oil bath for approximately 22 hours. The reaction was concentrated under reduced pressure. The residue was dissolved in ethyl acetate and washed 5 times with saturated aqueous NaHCO3. The organic layer was dried over MgSO4 and concentrated under reduced pressure. The residue was dissolved in 30 ml of THF and 10 ml of 10% aqu... The product is C(=O)C1=CNC2=C(C=CC=C12)C#N (3-Formyl-1H-indole-7-carbonitrile). RXN SMILES: CN(C=O)C.[C:6](Cl)(=[O:10])[C:7](Cl)=O.[NH:12]1[C:20]2[C:15](=[CH:16][CH:17]=[CH:18][C:19]=2[C:21]#[N:22])C=[CH:13]1>ClCCl>[CH:6]([C:7]1[C:15]2[C:20](=[C:19]([C:21]#[N:22])[CH:18]=[CH:17][CH:16]=2)[NH:12][CH:13]=1)=[O:10]. Run in ClCCl (dichloromethane), ClCCl (dichloromethane), ClCCl (dichloromethane). Run at temperature 0 celsius, time 15 minute. Procedure details: DMF (0.539 mL) in dry dichloromethane (30 mL) was added dropwise to a solution of oxalyl chloride (0.610 mL) in dry dichloromethane (30 mL) at 0° C. The resulting solution was stirred at 0° C. for 15 min. A solution of 1H-indole-7-carbonitrile (D2) (0.90 g) in dry dichloromethane (5 mL) was added to the reaction mixture. The reaction mixture was warmed to RT and stirred for 30 min. The solvent was evaporated. THF (20 mL) was added, followed by addition of aqueous NaOH (0.5 M, 50 mL). The biphasi... Isolated yield 70.0%. Reactants: N1C=CC2=CC=CC(=C12)C#N (1H-indole-7-carbonitrile), CN(C)C=O (DMF), C(C(=O)Cl)(=O)Cl (oxalyl chloride).